From a dataset of the Open Reaction Database (ORD), a public repository of structured organic reaction records. describe an organic reaction: reactants, conditions, products, and yield The reactants are ClC1=NC2=CC=C(C=C2C=C1C=O)OC (2-chloro-6-methoxyquinoline-3-carbaldehyde), O1CCOCC1 (dioxane), CNC (dimethylamine). Conditions: temperature 160 celsius, time 45 minute. The product is CN(C1=NC2=CC=C(C=C2C=C1C=O)C)C (2-(Dimethylamino)-6-methylquinoline-3-carbaldehyde). The yield is 95.0%. As a reaction SMILES: Cl[C:2]1[C:11]([CH:12]=[O:13])=[CH:10][C:9]2[C:4](=[CH:5][CH:6]=[C:7](OC)[CH:8]=2)[N:3]=1.[CH3:16][NH:17][CH3:18].O1CCOC[CH2:20]1>>[CH3:16][N:17]([CH3:18])[C:2]1[C:11]([CH:12]=[O:13])=[CH:10][C:9]2[C:4](=[CH:5][CH:6]=[C:7]([CH3:20])[CH:8]=2)[N:3]=1. Reported procedure: To a stirred solution of 2-chloro-6-methoxyquinoline-3-carbaldehyde (1.0 g, 4.86 mmol) in dioxane (10 mL) in a 20 mL microwave vial equipped with a magnetic stirrer was added dimethylamine (40% in water, 6.1 mL, 48.6 mmol) and the reaction mixture was stirred for 45 min at 160° C. under microwave irradiation. After cooling to RT, the volatiles were removed at 40° C. under vacuum and the resulting yellow oil was taken back in CH2Cl2 (30 mL). The organic layer was washed with water (3×20 mL), brin... The reactants are FC(C(=O)NC=1C=CC2=C(NC(CO2)=O)C1)(F)F (2,2,2-Trifluoro-N-(3-oxo-3,4-dihydro-2H-1,4-benzoxazin-6-yl)acetamide), ClN1C(CCC1=O)=O (N-chlorosuccinimide). The solvent is CN(C)C=O (DMF). The product is ClC1=CC(=CC=2NC(COC21)=O)NC(C(F)(F)F)=O (N-(8-chloro-3-oxo-3,4-dihydro-2H-1,4-benzoxazin-6-yl)-2,2,2-trifluoroacetamide). RXN SMILES: [F:1][C:2]([F:18])([F:17])[C:3]([NH:5][C:6]1[CH:7]=[CH:8][C:9]2[O:14][CH2:13][C:12](=[O:15])[NH:11][C:10]=2[CH:16]=1)=[O:4].[Cl:19]N1C(=O)CCC1=O>CN(C=O)C>[Cl:19][C:8]1[C:9]2[O:14][CH2:13][C:12](=[O:15])[NH:11][C:10]=2[CH:16]=[C:6]([NH:5][C:3](=[O:4])[C:2]([F:1])([F:17])[F:18])[CH:7]=1. Reported procedure: 2,2,2-Trifluoro-N-(3-oxo-3,4-dihydro-2H-1,4-benzoxazin-6-yl)acetamide was treated with N-chlorosuccinimide in DMF to obtain N-(8-chloro-3-oxo-3,4-dihydro-2H-1,4-benzoxazin-6-yl)-2,2,2-trifluoroacetamide. Reactants: C(C)(C)(C)OC(=O)N1CC2=CC(=C(C=C2C1)F)N1CCOCC1 (5-fluoro-6-morpholin-4-yl-1,3-dihydro-isoindole-2-carboxylic acid tert-butyl ester), FC(C(=O)O)(F)F (trifluoroacetic acid). The product is FC(C(=O)O)(F)F.FC=1C=C2CNCC2=CC1N1CCOCC1 (5-Fluoro-6-morpholin-4-yl-2,3-dihydro-1H-isoindole trifluoroacetate). RXN SMILES: C(OC([N:8]1[CH2:16][C:15]2[C:10](=[CH:11][C:12]([N:18]3[CH2:23][CH2:22][O:21][CH2:20][CH2:19]3)=[C:13]([F:17])[CH:14]=2)[CH2:9]1)=O)(C)(C)C.[F:24][C:25]([F:30])([F:29])[C:26]([OH:28])=[O:27]>>[F:24][C:25]([F:30])([F:29])[C:26]([OH:28])=[O:27].[F:17][C:13]1[CH:14]=[C:15]2[C:10](=[CH:11][C:12]=1[N:18]1[CH2:19][CH2:20][O:21][CH2:22][CH2:23]1)[CH2:9][NH:8][CH2:16]2 |f:2.3|. Procedure: Prepared in analogy to Example A2(c) from 5-fluoro-6-morpholin-4-yl-1,3-dihydro-isoindole-2-carboxylic acid tert-butyl ester and trifluoroacetic acid. Yellow oil. MS (m/e): 223.4 (M+H]+, 100%). Starting materials: ClC=1C=C(C=CC1)C1=CC(NC2=CC=C(C=C12)C(C=1N(C=NC1)C)(O)C=1C=NC(=CC1)Cl)=O (4-(3-chloro-phenyl)-6-[(6-chloro-pyridin-3-yl)-hydroxy-(3-methyl-3H-imidazol-4-yl)-methyl]-1H-quinolin-2-one), [Na+].[Cl-] (NaCl), C([O-])([O-])=O.[Cs+].[Cs+] (cesium carbonate), BrCC1CC1 ((bromomethyl)cyclopropane). Run in CN(C)C=O (DMF). Product: ClC=1C=C(C=CC1)C1=CC(N(C2=CC=C(C=C12)C(C=1N(C=NC1)C)(O)C=1C=NC(=CC1)Cl)CC1CC1)=O (4-(3-Chloro-phenyl)-6-[(6-chloro-pyridin-3-yl)-hydroxy-(3-methyl-3H-imidazol-4-yl)-methyl]-1-cyclopropylmethyl-1H-quinolin-2-one). As a reaction SMILES: [Cl:1][C:2]1[CH:3]=[C:4]([C:8]2[C:17]3[C:12](=[CH:13][CH:14]=[C:15]([C:18]([C:26]4[CH:27]=[N:28][C:29]([Cl:32])=[CH:30][CH:31]=4)([OH:25])[C:19]4[N:20]([CH3:24])[CH:21]=[N:22][CH:23]=4)[CH:16]=3)[NH:11][C:10](=[O:33])[CH:9]=2)[CH:5]=[CH:6][CH:7]=1.[Na+].[Cl-].C(=O)([O-])[O-].[Cs+].[Cs+].Br[CH2:43][CH:44]1[CH2:46][CH2:45]1>CN(C=O)C>[Cl:1][C:2]1[CH:3]=[C:4]([C:8]2[C:17]3[C:12](=[CH:13][CH:14]=[C:15]([C:18]([C:26]4[CH:27]=[N:28][C:29]([Cl:32])=[CH:30][CH:31]=4)([OH:25])[C:19]4[N:20]([CH3:24])[CH:21]=[N:22][CH:23]=4)[CH:16]=3)[N:11]([CH2:43][CH:44]3[CH2:46][CH2:45]3)[C:10](=[O:33])[CH:9]=2)[CH:5]=[CH:6][CH:7]=1 |f:1.2,3.4.5|. Procedure: To a solution of the title compound of example 1, 4-(3-chloro-phenyl)-6-[(6-chloro-pyridin-3-yl)-hydroxy-(3-methyl-3H-imidazol-4-yl)-methyl]-1H-quinolin-2-one (100 mg, 0.210 mmol) in DMF (2 ml) were added NaCl (8 mg), cesium carbonate (Cs2CO3, 103 mg, 0.315 mmol) and (bromomethyl)cyclopropane (0.041 ml, 0.420 mmol). The reaction mixture was stirred at ambient temperature for 15 hours. Additional 0.041 ml) of (bromomethyl)cyclopropane and 100 mg of Cs2CO were added. The reaction mixture was heate...